Dataset: the Open Reaction Database (ORD), a public repository of structured organic reaction records. Task: describe an organic reaction: reactants, conditions, products, and yield Starting materials: Brc1ccc(Br)nc1, CN(C)C=O, [H-], OCCN1CCCCCC1, [Na+], O. The product is Brc1ccc(OCCN2CCCCCC2)nc1. As a reaction SMILES: [Br:13][c:14]1[n:15][cH:16][c:17]([Br:20])[cH:18][cH:19]1.[CH3:22][N:23]([CH3:24])[CH:25]=[O:26].[H-:11].[N:1]1([CH2:8][CH2:9][OH:10])[CH2:2][CH2:3][CH2:4][CH2:5][CH2:6][CH2:7]1.[Na+:12].[OH2:21]>>[N:1]1([CH2:8][CH2:9][O:10][c:14]2[n:15][cH:16][c:17]([Br:20])[cH:18][cH:19]2)[CH2:2][CH2:3][CH2:4][CH2:5][CH2:6][CH2:7]1. The product is CN(C)CC1C(=C\C(\CC1)=C/C=1C=C(C(=O)O)C=CC1)C1=CC(=CC=C1)OC (Z-3-[4-dimethylaminomethyl-3-(3-methoxy-phenyl)-cyclohex-2-enylidenemethyl]-benzoic acid). Starting materials: COC(C1=CC(=CC=C1)\C=C\1/C(=C(C(CC1)CN(C)C)C1=CC(=CC=C1)OC)C)=O (Z-3-[4-dimethylaminomethyl-3-(3-methoxy-phenyl)-2-methyl-cyclohex-2-enylidenemethyl]-benzoic acid methyl ester), [OH-].[K+] (potassium hydroxide), Cl (hydrochloric acid). Yield: 96.7%. RXN SMILES: C[O:2][C:3](=[O:30])[C:4]1[CH:9]=[CH:8][CH:7]=[C:6](/[CH:10]=[C:11]2\[C:12](C)=[C:13]([C:21]3[CH:26]=[CH:25][CH:24]=[C:23]([O:27][CH3:28])[CH:22]=3)[CH:14]([CH2:17][N:18]([CH3:20])[CH3:19])[CH2:15][CH2:16]\2)[CH:5]=1.[OH-].[K+].Cl>CO>[CH3:19][N:18]([CH2:17][CH:14]1[CH2:15][CH2:16]/[C:11](=[CH:10]/[C:6]2[CH:5]=[C:4]([CH:9]=[CH:8][CH:7]=2)[C:3]([OH:30])=[O:2])/[CH:12]=[C:13]1[C:21]1[CH:26]=[CH:25][CH:24]=[C:23]([O:27][CH3:28])[CH:22]=1)[CH3:20] |f:1.2|. Procedure: 3 g of the Z-3-[4-dimethylaminomethyl-3-(3-methoxy-phenyl)-2-methyl-cyclohex-2-enylidenemethyl]-benzoic acid methyl ester, as the base, prepared according to example 1 were dissolved in 30 ml methanol, and 30 ml 1 N potassium hydroxide solution were added. The mixture was stirred at 60° C. for 2 hours. After the reaction mixture had cooled to room temperature, 1 N hydrochloric acid was added to the mixture until a pH of 4 was established. The phases were separated and the aqueous phase was washe... Run in CO (methanol). Conditions: temperature 60 celsius, time 2 hour.